This data is from the Open Reaction Database (ORD), a public repository of structured organic reaction records. The task is: describe an organic reaction: reactants, conditions, products, and yield The reactants are CCN(C(C)C)C(C)C (DIPEA), CC=1N=C(NC1C1=CC=CC=C1)C1CNCCO1 (2-(4-methyl-5-phenyl-1H-imidazol-2-yl)morpholine), ClC1=NC(=NC(=C1)Cl)N (4,6-dichloro-2-pyrimidinamine). Run in C(C)O (ethanol). Conditions: temperature 100 celsius, time 8 hour. The product is ClC1=NC(=NC(=C1)N1CC(OCC1)C=1NC(=C(N1)C)C1=CC=CC=C1)N (4-Chloro-6-[2-(4-methyl-5-phenyl-1H-imidazol-2-yl)-4-morpholinyl]-2-pyrimidinamine). Yield: 52.4%. RXN SMILES: CCN(C(C)C)C(C)C.[CH3:10][C:11]1[N:12]=[C:13]([CH:22]2[O:27][CH2:26][CH2:25][NH:24][CH2:23]2)[NH:14][C:15]=1[C:16]1[CH:21]=[CH:20][CH:19]=[CH:18][CH:17]=1.[Cl:28][C:29]1[CH:34]=[C:33](Cl)[N:32]=[C:31]([NH2:36])[N:30]=1>C(O)C>[Cl:28][C:29]1[CH:34]=[C:33]([N:24]2[CH2:25][CH2:26][O:27][CH:22]([C:13]3[NH:14][C:15]([C:16]4[CH:17]=[CH:18][CH:19]=[CH:20][CH:21]=4)=[C:11]([CH3:10])[N:12]=3)[CH2:23]2)[N:32]=[C:31]([NH2:36])[N:30]=1. Reported procedure: A suspension of DIPEA (2.39 g, 18.50 mmol), 2-(4-methyl-5-phenyl-1H-imidazol-2-yl)morpholine (1.5 g, 6.17 mmol) and 4,6-dichloro-2-pyrimidinamine (1.011 g, 6.17 mmol) in ethanol (200 mL) was stirred at 100° C. overnight. The solvent was removed under reduced pressure, and the crude product was purified by silica gel chromatography, eluting with CH2Cl2/EtOAc (10:1) to afford the title compound (1.2 g) as a white solid. LC-MS (ES) m/z=371, 373 [M+H]+. Reactants: CC#N, [I-], Nc1ccc(Cl)cc1C(=O)CCl, [Na+]. Product: Nc1ccc(Cl)cc1C(=O)CI. As a reaction SMILES: [CH3:15][C:16]#[N:17].[I-:13].[NH2:1][c:2]1[c:3]([C:9]([CH2:10][Cl:11])=[O:12])[cH:4][c:5]([Cl:8])[cH:6][cH:7]1.[Na+:14]>>[NH2:1][c:2]1[c:3]([C:9]([CH2:10][I:13])=[O:12])[cH:4][c:5]([Cl:8])[cH:6][cH:7]1. Reactants: C=1C2=C(OC1CO)C=1C=CC=3C=CC=CC3C1C=C2 (Phenanthro[1,2-b]furan-2-methanol), C=1C2=C(SC1C(=O)OCC)C=1C=CC=3C=CC=CC3C1C=C2 (ethyl phenanthro[1,2-b]thiophene-2-carboxylate). The solvent is C(Cl)Cl.CCCCCC (CH2Cl2 hexane). Product: C=1C2=C(SC1CO)C=1C=CC=3C=CC=CC3C1C=C2 (phenanthro[1,2-b]thiophene-2-methanol). The yield is 98.0%. Reaction SMILES: C1C2C=CC3C4C=CC=CC=4C=CC=3C=2OC=1CO.[CH:20]1[C:21]2[CH:41]=[CH:40][C:39]3[C:38]4[CH:37]=[CH:36][CH:35]=[CH:34][C:33]=4[CH:32]=[CH:31][C:30]=3[C:22]=2[S:23][C:24]=1[C:25](OCC)=[O:26]>C(Cl)Cl.CCCCCC>[CH:20]1[C:21]2[CH:41]=[CH:40][C:39]3[C:38]4[CH:37]=[CH:36][CH:35]=[CH:34][C:33]=4[CH:32]=[CH:31][C:30]=3[C:22]=2[S:23][C:24]=1[CH2:25][OH:26] |f:2.3|. Procedure: Using the procedure outlined in 14A, ethyl phenanthro[1,2-b]thiophene-2-carboxylate (H. G. Pars Pharmaceutical Laboratories, Inc.) gave a 98.0% yield of phenanthro[1,2-b]thiophene-2-methanol, mp 169°-170.5° (C,H,S), (CH2Cl2 /hexane). Starting materials: Cu(AA)2, resultant mixture, C1=CC=CC=2C3=CC=CC=C3CC12 (fluorene), ON1C(C=2C(C1=O)=CC=CC2)=O (N-hydroxyphthalimide), C1=CC=CC=2C3=CC=CC=C3CC12 (fluorene). Solvent: C(C)(=O)O (acetic acid). The product is C1(=CC=CC=2C3=CC=CC=C3CC12)O (fluorenol), C1(C=CC=C2C3=CC=CC=C3C=C12)=O (fluorenone). Isolated yield 30.0%. RXN SMILES: [CH:1]1[C:13]2[CH2:12][C:11]3[C:6](=[CH:7][CH:8]=[CH:9][CH:10]=3)[C:5]=2[CH:4]=[CH:3][CH:2]=1.[OH:14]N1C(=O)C2=CC=CC=C2C1=O>C(O)(=O)C>[C:1]1([OH:14])[C:13]2[CH2:12][C:11]3[C:6](=[CH:7][CH:8]=[CH:9][CH:10]=3)[C:5]=2[CH:4]=[CH:3][CH:2]=1.[C:1]1(=[O:14])[C:13]2[C:5]([C:6]3[C:11]([CH:12]=2)=[CH:10][CH:9]=[CH:8][CH:7]=3)=[CH:4][CH:3]=[CH:2]1. Reported procedure: To 25 ml of acetic acid were added 10 mmol of fluorene, 1 mmol of N-hydroxyphthalimide and a binary co-catalyst [0.03 mmol of acetylacetonatovanadium V(AA)3 and 0.02 mmol of acetylacetonatocopper Cu(AA)2 ]and the resultant mixture was stirred under an oxygen atmosphere at a temperature of 90° C. for 8 hours. The products in the reaction mixture were analyzed by gas chromatography, and, as a result, fluorene was converted into fluorenol (yield 5%) and fluorenone (yield 30%) with a conversion of 3... The reactants are OCC(C)(CO)CO (1,1,1-tris(hydroxymethyl)ethane), P(=O)([O-])([O-])[O-].[K+].[K+].[K+] (potassium phosphate), OCC(C)(CO)CO (1,1,1-tris(hydroxymethyl)ethane). Conditions: temperature 30 celsius, time 2 day. Product: OCC(C=O)(C)CO (2,2-bis (hydroxymethyl)propionaldehyde), OCC(C(=O)O)(C)CO (2,2-bis (hydroxymethyl)propionic acid). RXN SMILES: P([O-])([O-])([O-])=[O:2].[K+].[K+].[K+].[OH:9][CH2:10][C:11]([CH2:15][OH:16])([CH2:13][OH:14])[CH3:12]>>[OH:14][CH2:13][C:11]([CH2:15][OH:16])([CH3:12])[CH:10]=[O:9].[OH:9][CH2:10][C:11]([CH2:15][OH:16])([CH3:12])[C:13]([OH:2])=[O:14] |f:0.1.2.3|. Reported procedure: One loopful bacterial cells of Rhodococcus erythropolis SD806 strain were inoculated in 200 ml of a culture medium having the same composition as culture medium 1 shown in Table 3 and incubated with shaking at 30° C. for 2 days. After completion of the incubation, the bacterial cells were harvested by centrifugation and 1 liter of a 50 mM potassium phosphate buffer solution containing 5 g of 1,1,1-tris(hydroxymethyl)ethane was added thereto to prepare a resting cell suspension reaction mixture. ...